Dataset: the Open Reaction Database (ORD), a public repository of structured organic reaction records. Task: describe an organic reaction: reactants, conditions, products, and yield Starting materials: COC(=O)C(C)N, COc1ccc(C(=O)O)cc1, CN(C)C=O, Cl. Product: COC(=O)C(C)NC(=O)c1ccc(OC)cc1. RXN SMILES: [CH3:13][O:14][C:15]([CH:16]([NH2:17])[CH3:18])=[O:19].[CH3:1][O:2][c:3]1[cH:4][cH:5][c:6]([C:7](=[O:8])[OH:9])[cH:10][cH:11]1.[CH3:20][N:21]([CH3:22])[CH:23]=[O:24].[ClH:12]>>[CH3:1][O:2][c:3]1[cH:4][cH:5][c:6]([C:7](=[O:9])[NH:17][CH:16]([C:15]([O:14][CH3:13])=[O:19])[CH3:18])[cH:10][cH:11]1. The reactants are BrCCOCCBr (1,5-dibromo-3-oxapentane), C([O-])([O-])=O.[K+].[K+] (potassium carbonate), C(C)(C)C1(SC2=C(N(C1=O)C)C=CC=C2)C2=C(C=CC=C2)O (3,4-dihydro-2-isopropyl-4-methyl-2-(2-hydroxyphenyl)-2H-1,4-benzothiazin-3-one). Solvent: CC(CC)=O (2-butanone). Product: C(C)(C)C1(SC2=C(N(C1=O)C)C=CC=C2)C2=C(C=CC=C2)OCCOCCBr (3,4-Dihydro-2-isopropyl-4-methyl-2-[2-(5-bromo-3-oxapentyloxy)-phenyl]-2H-1,4-benzothiazin-3-one). As a reaction SMILES: [CH:1]([C:4]1([C:16]2[CH:21]=[CH:20][CH:19]=[CH:18][C:17]=2[OH:22])[C:9](=[O:10])[N:8]([CH3:11])[C:7]2[CH:12]=[CH:13][CH:14]=[CH:15][C:6]=2[S:5]1)([CH3:3])[CH3:2].[Br:23][CH2:24][CH2:25][O:26][CH2:27][CH2:28]Br.C(=O)([O-])[O-].[K+].[K+]>CC(=O)CC>[CH:1]([C:4]1([C:16]2[CH:21]=[CH:20][CH:19]=[CH:18][C:17]=2[O:22][CH2:28][CH2:27][O:26][CH2:25][CH2:24][Br:23])[C:9](=[O:10])[N:8]([CH3:11])[C:7]2[CH:12]=[CH:13][CH:14]=[CH:15][C:6]=2[S:5]1)([CH3:3])[CH3:2] |f:2.3.4|. Procedure details: 9.4 g (30 mmol) of 3,4-dihydro-2-isopropyl-4-methyl-2-(2-hydroxyphenyl)-2H-1,4-benzothiazin-3-one are boiled for 8 hours under reflux with 22 g (94 mmol) of 1,5-dibromo-3-oxapentane and 12.9 g (90 mmol) of potassium carbonate in 75 ml of 2-butanone. The mixture is then filtered with suction, and the filtrate is concentrated, finally in a high vacuum. This gives 12.4 g of an almost colorless oil. Reactants: BrC1=CC=CC(=N1)C(CO)N1CCOCC1 (2-(6-Bromopyridin-2-yl)-2-morpholin-4-ylethanol), IC (iodomethane), [NH4+].[Cl-] (NH4Cl), [H-].[Na+] (Sodium hydride). The solvent is C1CCOC1 (THF), C1CCOC1 (THF). Run at temperature 0 celsius, time 5 minute. Yields the product BrC1=CC=CC(=N1)C(COC)N1CCOCC1 (4-[1-(6-Bromopyridin-2-yl)-2-methoxyethyl]morpholine). As a reaction SMILES: [Br:1][C:2]1[N:7]=[C:6]([CH:8]([N:11]2[CH2:16][CH2:15][O:14][CH2:13][CH2:12]2)[CH2:9][OH:10])[CH:5]=[CH:4][CH:3]=1.[H-].[Na+].I[CH3:20].[NH4+].[Cl-]>C1COCC1>[Br:1][C:2]1[N:7]=[C:6]([CH:8]([N:11]2[CH2:16][CH2:15][O:14][CH2:13][CH2:12]2)[CH2:9][O:10][CH3:20])[CH:5]=[CH:4][CH:3]=1 |f:1.2,4.5|. Reported procedure: 2-(6-Bromopyridin-2-yl)-2-morpholin-4-ylethanol (Example 141, Step 1) (1 g, 3.48 mmol) was taken up in THF (7 mL) and cooled to 0° C. Sodium hydride (0.153 g, 3.83 mmol) was added and the suspension stirred at 0° C. for 5 minutes. A solution of iodomethane (0.240 mL, 3.83 mmol) in THF (3 mL) was added and the reaction mixture stirred at 0° C. for 30 minutes. Saturated NH4Cl was added and the reaction mixture was extracted with EtOAc (2×). The combined organic extracts were dried over MgSO4, filt... Starting materials: MgCl2-6H2O, [Na+].[Cl-] (NaCl), [Mg+2].[Cl-].[Cl-].O (MgCl2.H2O), O=C[C@H](O)[C@@H](O)[C@H](O)[C@H](O)CO (Dextrose), [Cl-].[K+] (KCl), NaH2PO4, C(=O)(O)[O-].[Na+] (NaHCO3). The product is C([C@@H]1[C@H]([C@@H]([C@H]([C@H](O1)O[C@]2([C@H]([C@@H]([C@H](O2)CO)O)O)CO)O)O)O)O (Sucrose). As a reaction SMILES: [Na+].[Cl-].[Cl-].[K+].[Mg+2].[Cl-].[Cl-].[OH2:8].[C:9]([O-:12])([OH:11])=O.[Na+].[O:14]=[CH:15][C@@H:16]([C@H:18]([C@@H:20]([C@@H:22]([CH2:24][OH:25])[OH:23])[OH:21])[OH:19])O>>[CH2:24]([OH:25])[C@H:22]1[O:11][C@H:9]([O:12][C@:16]2([CH2:15][OH:14])[O:23][C@H:22]([CH2:24][OH:25])[C@@H:20]([OH:21])[C@@H:18]2[OH:19])[C@H:16]([OH:8])[C@@H:18]([OH:19])[C@@H:20]1[OH:21] |f:0.1,2.3,4.5.6.7,8.9|. Reported procedure: The Ringer solution contained: 124 mM NaCl, 3 mM KCl, 1.3 mM NaH2PO4, 2 mM MgCl2.H2O, 2 mM MgCl2-6H2O, 26 mM NaHCO3, and 10 mM Dextrose. The pH was adjusted to 7-7.5 using bubbled 95% O2-5% CO2 This Ringer solution was used for storing nerves and for filling the two stimulating pools (500 uL) and the recording “intracellular” pool. Reactants: C([O-])([O-])=O.[K+].[K+] (potassium carbonate), ClC=1C=CC(=C(C=O)C1)O (5-chloro-2-hydroxy-benzaldehyde), ClC(C(=O)OCC)C (ethyl 2-chloropropionate), C([O-])([O-])=O.[K+].[K+] (potassium carbonate), C(C)(=O)OCC (ethyl acetate). Run in CCCCCCC (heptane), CN(C=O)C (N,N-dimethylformamide), [Cl-].[Li+] (lithium chloride). Conditions: temperature 70 celsius, time 18 hour. Yields the product ClC=1C=CC2=C(C(C(O2)(C)C(=O)OCC)O)C1 (5-chloro-2-ethoxycarbonyl-2,3-dihydro-3-hydroxy-2-methylbenzofuran). Yield: 57.4%. As a reaction SMILES: [Cl:1][C:2]1[CH:3]=[CH:4][C:5]([OH:10])=[C:6]([CH:9]=1)[CH:7]=[O:8].Cl[CH:12]([CH3:18])[C:13]([O:15][CH2:16][CH3:17])=[O:14].C(=O)([O-])[O-].[K+].[K+].C(OCC)(=O)C>CN(C)C=O.[Cl-].[Li+].CCCCCCC>[Cl:1][C:2]1[CH:3]=[CH:4][C:5]2[O:10][C:12]([C:13]([O:15][CH2:16][CH3:17])=[O:14])([CH3:18])[CH:7]([OH:8])[C:6]=2[CH:9]=1 |f:2.3.4,7.8|. Procedure: A stirred solution of 30.0 grams (0.192 mole) of 5-chloro-2-hydroxy-benzaldehyde, 31.4 grams (0.230 mole) ethyl 2-chloropropionate, and 31.8 grams (0.230 mole) of potassium carbonate in 200 mL of N,N-dimethylformamide was heated at 60°-70° C. for about 18 hours. The reaction mixture was cooled, diluted with 200 mL of aqueous 10% lithium chloride solution, and then extracted with two portions of ethyl acetate. The combined extracts were washed with 100 mL of aqueous 10% lithium chloride solution ... Reactants: O (water), COC=1C=C(C=CC1OC)C1S(CCCS1(=O)=O)(=O)=O (2-(3,4-dimethoxyphenyl)-m-dithiane-1,1,3,3-tetraoxide), C(Cl)C1CO1 (epichlorohydrin), [H-].[Na+] (sodium hydride). Solvent: CN(C=O)C (dimethylformamide). Reaction conditions: temperature 100 celsius. Yields the product COC=1C=C(C=CC1OC)C1(S(CCCS1(=O)=O)(=O)=O)CC1CO1 (2-(3,4-dimethoxyphenyl)-2-(2,3-epoxypropyl)-m-dithiane-1,1,3,3-tetraoxide). RXN SMILES: [CH3:1][O:2][C:3]1[CH:4]=[C:5]([CH:11]2[S:16](=[O:18])(=[O:17])[CH2:15][CH2:14][CH2:13][S:12]2(=[O:20])=[O:19])[CH:6]=[CH:7][C:8]=1[O:9][CH3:10].[H-].[Na+].[CH2:23]([CH:25]1[O:27][CH2:26]1)Cl.O>CN(C)C=O>[CH3:1][O:2][C:3]1[CH:4]=[C:5]([C:11]2([CH2:23][CH:25]3[O:27][CH2:26]3)[S:12](=[O:19])(=[O:20])[CH2:13][CH2:14][CH2:15][S:16]2(=[O:17])=[O:18])[CH:6]=[CH:7][C:8]=1[O:9][CH3:10] |f:1.2|. Procedure: 9.6 g of 2-(3,4-dimethoxyphenyl)-m-dithiane-1,1,3,3-tetraoxide (prepared as described in Example 2) are dissolved in 35 ml of dimethylformamide and, with stirring under argon, treated with 1.2 g of sodium hydride at room temperature. The suspension is stirred at 40° C for a further 0.5 hour, then cooled and treated with 2.8 g of epichlorohydrin. The mixture is then heated at 100° C for 16 hours. After cooling to room temperature, the suspension is poured on to water and the oily material extract... The reactants are COC(=O)C(N)C(c1ccc(Cl)cc1)c1ccc(Cl)cc1, O=C(O)c1ccc(Cl)cc1NS(=O)(=O)c1cccc2nsnc12. The product is COC(=O)C(NC(=O)c1ccc(Cl)cc1NS(=O)(=O)c1cccc2nsnc12)C(c1ccc(Cl)cc1)c1ccc(Cl)cc1. As a reaction SMILES: [CH3:24][O:25][C:26]([CH:27]([CH:28]([c:29]1[cH:30][cH:31][c:32]([Cl:35])[cH:33][cH:34]1)[c:36]1[cH:37][cH:38][c:39]([Cl:42])[cH:40][cH:41]1)[NH2:43])=[O:44].[n:1]1[c:2]2[c:3]([n:4][s:5]1)[c:6]([S:10](=[O:11])(=[O:12])[NH:13][c:14]1[c:15]([C:16](=[O:17])[OH:18])[cH:19][cH:20][c:21]([Cl:23])[cH:22]1)[cH:7][cH:8][cH:9]2>>[n:1]1[c:2]2[c:3]([n:4][s:5]1)[c:6]([S:10](=[O:11])(=[O:12])[NH:13][c:14]1[c:15]([C:16](=[O:18])[NH:43][CH:27]([C:26]([O:25][CH3:24])=[O:44])[CH:28]([c:29]3[cH:30][cH:31][c:32]([Cl:35])[cH:33][cH:34]3)[c:36]3[cH:37][cH:38][c:39]([Cl:42])[cH:40][cH:41]3)[cH:19][cH:20][c:21]([Cl:23])[cH:22]1)[cH:7][cH:8][cH:9]2.